This data is from the Open Reaction Database (ORD), a public repository of structured organic reaction records. The task is: describe an organic reaction: reactants, conditions, products, and yield Starting materials: FC1=C(C=CC(=C1)F)C1=C(C(=NC(=N1)SC)O)C (6-(2,4-difluorophenyl)-5-methyl-2-(methylthio)pyrimidin-4-ol), O=P(Cl)(Cl)Cl (POCl3). Run at time 5 hour. The product is ClC1=NC(=NC(=C1C)C1=C(C=C(C=C1)F)F)SC (4-Chloro-6-(2,4-difluorophenyl)-5-methyl-2-(methylthio)pyrimidine). RXN SMILES: [F:1][C:2]1[CH:7]=[C:6]([F:8])[CH:5]=[CH:4][C:3]=1[C:9]1[N:14]=[C:13]([S:15][CH3:16])[N:12]=[C:11](O)[C:10]=1[CH3:18].O=P(Cl)(Cl)[Cl:21]>>[Cl:21][C:11]1[C:10]([CH3:18])=[C:9]([C:3]2[CH:4]=[CH:5][C:6]([F:8])=[CH:7][C:2]=2[F:1])[N:14]=[C:13]([S:15][CH3:16])[N:12]=1. Procedure details: A solution of 5.9 g of 6-(2,4-difluorophenyl)-5-methyl-2-(methylthio)pyrimidin-4-ol in 25 mL of POCl3 was heated to reflux and stirred at this temperature for 5 h. All but ca. 5 mL of POCl3 was removed by vacuum distillation, and the residue was quenched by pouring into 200 mL of ice-water, neutralizing with Na2CO3 and extracting with 3×100 mL of EtOAc. The combined organics were washed with 100 mL of brine, dried, and concentrated. The residue was purified by flash chromatography on a Biotage 4... Starting materials: BrC1=NN(C2=CC=C(C=C12)[N+](=O)[O-])C(=O)OC(C)(C)C (tert-butyl 3-bromo-5-nitro-1H-1-indazolecarboxylate), [F-].[K+] (potassium fluoride), O (water). Reagents/catalysts: C(C)(=O)[O-].[Pd+2].C(C)(=O)[O-] (palladium acetate), C(C)(C)(C)P(C1=C(C=CC=C1)C1=CC=CC=C1)C(C)(C)C (2-(di-tert-butylphosphino)biphenyl). Solvent: CN(C=O)C (N,N-dimethylformamide). Conditions: temperature 50 celsius. Product: FC=1C=C(C=CC1)C1=NN(C2=CC=C(C=C12)[N+](=O)[O-])C(=O)OC(C)(C)C (tert-Butyl 3-(3-fluorophenyl)-5-nitro-1H-1-indazolecarboxylate). The yield is 93.6%. As a reaction SMILES: Br[C:2]1[C:10]2[C:5](=[CH:6][CH:7]=[C:8]([N+:11]([O-:13])=[O:12])[CH:9]=2)[N:4]([C:14]([O:16][C:17]([CH3:20])([CH3:19])[CH3:18])=[O:15])[N:3]=1.[F-:21].[K+].O>CN(C)C=O.C([O-])(=O)C.[Pd+2].C([O-])(=O)C.C(P(C(C)(C)C)C1C=CC=CC=1C1C=CC=CC=1)(C)(C)C>[F:21][C:5]1[CH:6]=[C:7]([C:2]2[C:10]3[C:5](=[CH:6][CH:7]=[C:8]([N+:11]([O-:13])=[O:12])[CH:9]=3)[N:4]([C:14]([O:16][C:17]([CH3:20])([CH3:19])[CH3:18])=[O:15])[N:3]=2)[CH:8]=[CH:9][CH:10]=1 |f:1.2,5.6.7|. Procedure details: To a solution of 4.5 g of tert-butyl 3-bromo-5-nitro-1H-1-indazolecarboxylate in 20 ml N,N-dimethylformamide were added 2.8 g of 3-fluorophenylboronic aid, 0.16 g of 2-(di-tert-butylphosphino)biphenyl, 60 mg of palladium acetate and 2.31 g of potassium fluoride, and the mixture was heated at 50° C. for two days. To the reaction mixture was added water and the mixture was extracted with ethyl acetate. The organic layer was washed with water, dried over anhydrous magnesium sulfate and the solvent ... Reactants: CC(C)(C)OC(=O)Nc1ccccc1NC(=O)C=Cc1ccc(C(CCCN2CC3CC2CO3)C(=O)Nc2ccc(Br)cc2)nc1, CO, Cl, [Na+], O=C([O-])O. Product: Nc1ccccc1NC(=O)C=Cc1ccc(C(CCCN2CC3CC2CO3)C(=O)Nc2ccc(Br)cc2)nc1. Reaction SMILES: [C:2]([O:3][C:4](=[O:5])[NH:8][c:9]1[c:10]([NH:15][C:16]([CH:17]=[CH:18][c:19]2[cH:20][n:21][c:22]([CH:25]([CH2:26][CH2:27][CH2:28][N:29]3[CH:30]4[CH2:31][O:32][CH:33]([CH2:34]3)[CH2:35]4)[C:36]([NH:37][c:38]3[cH:39][cH:40][c:41]([Br:44])[cH:42][cH:43]3)=[O:45])[cH:23][cH:24]2)=[O:46])[cH:11][cH:12][cH:13][cH:14]1)([CH3:6])([CH3:7])[CH3:47].[CH3:53][OH:54].[ClH:1].[Na+:52].[O-:48][C:49]([OH:50])=[O:51]>>[NH2:8][c:9]1[c:10]([NH:15][C:16]([CH:17]=[CH:18][c:19]2[cH:20][n:21][c:22]([CH:25]([CH2:26][CH2:27][CH2:28][N:29]3[CH:30]4[CH2:31][O:32][CH:33]([CH2:34]3)[CH2:35]4)[C:36]([NH:37][c:38]3[cH:39][cH:40][c:41]([Br:44])[cH:42][cH:43]3)=[O:45])[cH:23][cH:24]2)=[O:46])[cH:11][cH:12][cH:13][cH:14]1.